The task is: describe an organic reaction: reactants, conditions, products, and yield. This data is from the Open Reaction Database (ORD), a public repository of structured organic reaction records. The reactants are C1(=C(C(=CC(=C1)C)C)S(=O)(=O)ON)C (O-(mesitylsulfonyl)hydroxylamine), CC1=NC=C(N=C1)C (2,5-dimethylpyrazine), C(C)OCC (diethyl ether). The solvent is ClCCl (DCM), ClCCl (dichloromethane). Run at temperature 0 celsius, time 1 hour. Yields the product N[N+]1=C(C=NC(=C1)C)C.CC1=C(C(=CC(=C1)C)C)S(=O)(=O)[O-] (1-Amino-2,5-dimethylpyrazin-1-ium 2,4,6-trimethylbenzenesulfonate). The yield is 97.1%. As a reaction SMILES: [CH3:1][C:2]1[CH:7]=[N:6][C:5]([CH3:8])=[CH:4][N:3]=1.[C:9]1([CH3:22])[CH:14]=[C:13]([CH3:15])[CH:12]=[C:11]([CH3:16])[C:10]=1[S:17]([O:20][NH2:21])(=[O:19])=[O:18].C(OCC)C>ClCCl>[NH2:21][N+:3]1[CH:4]=[C:5]([CH3:8])[N:6]=[CH:7][C:2]=1[CH3:1].[CH3:16][C:11]1[CH:12]=[C:13]([CH3:15])[CH:14]=[C:9]([CH3:22])[C:10]=1[S:17]([O-:20])(=[O:19])=[O:18] |f:4.5|. Reported procedure: A solution of 2,5-dimethylpyrazine (3.24 g, 30.0 mmol) in dichloromethane (DCM) (30 mL) was cooled to 0° C. A solution of O-(mesitylsulfonyl)hydroxylamine (12.9 g, 60.0 mmol) in DCM (30 mL) was added. The mixture was stirred at 0° C. for 1 h. Then diethyl ether (Et2O) (150 mL) was added. The precipitate was filtered and collected to give 9.42 g (97% yield) of the title compound as a white solid. ESI MS: m/z 124.1 [M+H]+. Reactants: FC1=CC=C(C=C1)NC1=C(CCC1)C#N (2-(4'-Fluorophenyl) amino-cyclopentene-1-carbonitrile). Reagents/catalysts: [Ti](Cl)(Cl)(Cl)Cl (titanium tetrachloride). Solvent: [OH-].[Na+] (sodium hydroxide). Conditions: temperature 140 celsius. The product is NC1=C2C(=NC=3C=CC(=CC13)F)CCC2 (9-Amino-7-fluoro-2,3-dihydro-1H-cyclopenta-[b] quinoline). Reaction SMILES: [F:1][C:2]1[CH:7]=[CH:6][C:5]([NH:8][C:9]2[CH2:13][CH2:12][CH2:11][C:10]=2[C:14]#[N:15])=[CH:4][CH:3]=1>[Ti](Cl)(Cl)(Cl)Cl.[OH-].[Na+]>[NH2:15][C:14]1[C:4]2[CH:3]=[C:2]([F:1])[CH:7]=[CH:6][C:5]=2[N:8]=[C:9]2[CH2:13][CH2:12][CH2:11][C:10]=12 |f:2.3|. Reported procedure: Under nitrogen, titanium tetrachloride (1.2 ml, 11 mmol) was added to the above enamine (Example 20) (2.0 g, 10 mmol) and the stirred mixture was heated at 140° C. for 1 hour. After cooling, 10M-sodium hydroxide solution (20 ml) was added and the mixture heated under reflux for 1 hour. After being allowed to cool, this mixture was filtered and the solids washed with dichloromethane. Any organics in the filtrate were also extracted into dichloromethane. All extracts were combined, dried (Na2SO4),... Reactants: CO, Cc1cc(C)c(N)cc1N, CC(=O)CCCC(=O)O. Product: Cc1cc(C)c(N2C(=O)CCCC2C)cc1N. Reaction SMILES: [CH3:20][OH:21].[NH2:10][c:11]1[cH:12][c:13]([NH2:14])[c:15]([CH3:19])[cH:16][c:17]1[CH3:18].[O:1]=[C:2]([CH2:3][CH2:4][CH2:5][C:6](=[O:7])[OH:8])[CH3:9]>>[CH:2]1([CH3:9])[CH2:3][CH2:4][CH2:5][C:6](=[O:8])[N:14]1[c:13]1[cH:12][c:11]([NH2:10])[c:17]([CH3:18])[cH:16][c:15]1[CH3:19]. Starting materials: N(C1=CC=CC=C1)CCC#N (3-anilinopropionitrile), C[O-].[Na+] (sodium methoxide), O (water), CN1C=C(C2=CC=CC=C12)C=O (1-methylindole-3-carboxaldehyde). The solvent is CS(=O)C (dimethylsulfoxide). Conditions: time 5 minute. Product: N(C1=CC=CC=C1)C=C(C#N)CC1=CN(C2=CC=CC=C12)C (3-Anilino-2-(1-methyl-3-indolylmethyl)acrylonitrile). Isolated yield 72.3%. RXN SMILES: [NH:1]([CH2:8][CH2:9][C:10]#[N:11])[C:2]1[CH:7]=[CH:6][CH:5]=[CH:4][CH:3]=1.C[O-].[Na+].[CH3:15][N:16]1[C:24]2[C:19](=[CH:20][CH:21]=[CH:22][CH:23]=2)[C:18]([CH:25]=O)=[CH:17]1.O>CS(C)=O>[NH:1]([CH:8]=[C:9]([CH2:25][C:18]1[C:19]2[C:24](=[CH:23][CH:22]=[CH:21][CH:20]=2)[N:16]([CH3:15])[CH:17]=1)[C:10]#[N:11])[C:2]1[CH:7]=[CH:6][CH:5]=[CH:4][CH:3]=1 |f:1.2|. Procedure details: To a solution under nitrogen of 6.5 g (0.044 mole) of 3-anilinopropionitrile in 20 mL of dimethylsulfoxide was added 2.4 g (0.044 mole) of sodium methoxide. After stirring for 5 min, 6.5 g (0.41 mole) of 1-methylindole-3-carboxaldehyde. (E. Wenkert, J. H. Udelhofen and N. K. Bhattacharya, J. Am. Chem. Soc., 1959, 81, 3763) was added to the mixture which was then heated at 135° for 30 min, followed by cooling and dilution with 200 mL of water. The resulting solid was collected, resuspended in 150...